This data is from the Open Reaction Database (ORD), a public repository of structured organic reaction records. The task is: describe an organic reaction: reactants, conditions, products, and yield The reactants are FC(C(=O)O)(F)F.C(C)(=O)C1=CC=C(C=C1)NC(C1=C(C=CC(=C1)F)NC(C1=C(C=C(C=C1)N1CCCC1)OC1CCN(CC1)C)=O)=O (N-(4-acetylphenyl)-5-fluoro-2-[2-(1-methylpiperidin-4-yloxy)-4-(pyrrolidin-1-yl)-benzoylamino]benzamide trifluoroacetate), FC=1C=CC2=C(C(OC(=N2)C2=C(C=C(C=C2)N2CCCC2)OC2CCN(CC2)C)=O)C1 (6-fluoro-2-[4-(pyrrolidin-1-yl)-2-(1-methylpiperidin-4-yloxy)phenyl]-4H-3,1-benzoxazin-4-one), C(C)(=O)C1=CC=C(N)C=C1 (4-acetylaniline). Product: C(C)(=O)C1=CC=C(C=C1)NC(C1=C(C=CC(=C1)F)NC(C1=C(C=C(C=C1)N1CCCC1)OC1CCN(CC1)C)=O)=O (N-(4-Acetylphenyl)-5-fluoro-2-[2-(1-methylpiperidin-4-yloxy)-4-(pyrrolidin-1-yl)benzoylamino]benzamide). Reaction SMILES: FC(F)(F)C(O)=O.[C:8]([C:11]1[CH:16]=[CH:15][C:14]([NH:17][C:18](=[O:48])[C:19]2[CH:24]=[C:23]([F:25])[CH:22]=[CH:21][C:20]=2[NH:26][C:27](=[O:47])[C:28]2[CH:33]=[CH:32][C:31]([N:34]3[CH2:38][CH2:37][CH2:36][CH2:35]3)=[CH:30][C:29]=2[O:39][CH:40]2[CH2:45][CH2:44][N:43]([CH3:46])[CH2:42][CH2:41]2)=[CH:13][CH:12]=1)(=[O:10])[CH3:9].FC1C=CC2N=C(C3C=CC(N4CCCC4)=CC=3OC3CCN(C)CC3)OC(=O)C=2C=1.C(C1C=CC(N)=CC=1)(=O)C>>[C:8]([C:11]1[CH:16]=[CH:15][C:14]([NH:17][C:18](=[O:48])[C:19]2[CH:24]=[C:23]([F:25])[CH:22]=[CH:21][C:20]=2[NH:26][C:27](=[O:47])[C:28]2[CH:33]=[CH:32][C:31]([N:34]3[CH2:35][CH2:36][CH2:37][CH2:38]3)=[CH:30][C:29]=2[O:39][CH:40]2[CH2:41][CH2:42][N:43]([CH3:46])[CH2:44][CH2:45]2)=[CH:13][CH:12]=1)(=[O:10])[CH3:9] |f:0.1|. Reported procedure: Using methods substantially equivalent to those described in Example 118, N-(4-acetylphenyl)-5-fluoro-2-[2-(1-methylpiperidin-4-yloxy)-4-(pyrrolidin-1-yl)-benzoylamino]benzamide trifluoroacetate was prepared from 6-fluoro-2-[4-(pyrrolidin-1-yl)-2-(1-methylpiperidin-4-yloxy)phenyl]-4H-3,1-benzoxazin-4-one and 4-acetylaniline. Starting materials: Cl.C(C)(C)OC1=C(C(=N)N)C=CC=C1 (2-Isopropoxybenzamidine hydrochloride), C(C)OC=C(C(=O)OCC)C(=O)OCC (diethyl ethoxymethylenemalonate), ice water, [Na] (sodium), Cl (HCl). Run in C(C)O (ethanol), C(C)(=O)O (acetic acid), C(C)O (ethanol). Conditions: time 18 hour. The product is O=C1C(=CN=C(N1)C1=C(C=CC=C1)OC(C)C)C(=O)OCC (Ethyl 1,6-dihydro-6-oxo-2-(2-isopropoxyphenyl)pyrimidine-5-carboxylate). As a reaction SMILES: Cl.[CH:2]([O:5][C:6]1[CH:14]=[CH:13][CH:12]=[CH:11][C:7]=1[C:8]([NH2:10])=[NH:9])([CH3:4])[CH3:3].[Na].C([O:18][CH:19]=[C:20]([C:26](OCC)=O)[C:21]([O:23][CH2:24][CH3:25])=[O:22])C.Cl>C(O)C.C(O)(=O)C>[O:18]=[C:19]1[NH:10][C:8]([C:7]2[CH:11]=[CH:12][CH:13]=[CH:14][C:6]=2[O:5][CH:2]([CH3:4])[CH3:3])=[N:9][CH:26]=[C:20]1[C:21]([O:23][CH2:24][CH3:25])=[O:22] |f:0.1,^1:14|. Procedure details: 2-Isopropoxybenzamidine hydrochloride (10.0 g., 0.0465 mole) was added to a stirred, cooled (ice-water) solution of sodium 2.14 g., 0.093 g-atom) in ethanol (100 ml.). To this cooled, stirred solution was added dropwise a solution of diethyl ethoxymethylenemalonate (10.1 g., 0.0465 mole) in ethanol (30 ml.) over a 10 minute period. The mixture was refluxed for 2 hours and stored at 22° for 18 hours. The mixture was then poured onto ice-water containing acetic acid (10 ml.) and concentrated HCl (... Reaction SMILES: [CH3:13][CH2:14][O:15][c:16]1[cH:17][cH:18][c:19]([NH2:20])[cH:21][cH:22]1.[Cl:28][CH2:29][Cl:30].[OH2:31].[OH:1][c:2]1[c:3]([Cl:12])[c:4]([Cl:11])[c:5]2[n:6]([n:7]1)[cH:8][cH:9][n:10]2.[P:23]([Cl:24])([Cl:25])([Cl:26])=[O:27]>>[c:2]1([Cl:25])[c:3]([Cl:12])[c:4]([Cl:11])[c:5]2[n:6]([n:7]1)[cH:8][cH:9][n:10]2. The product is Clc1nn2ccnc2c(Cl)c1Cl. The reactants are CCOc1ccc(N)cc1, ClCCl, O, Oc1nn2ccnc2c(Cl)c1Cl, O=P(Cl)(Cl)Cl. Reactants: C1CCC2=NCCCN2CC1, CC#N, Clc1ccnc(Cl)n1, Cc1cc2c(F)c(O)ccc2[nH]1. Yields the product Cc1cc2c(F)c(Oc3ccnc(Cl)n3)ccc2[nH]1. As a reaction SMILES: [CH2:1]1[CH2:2][CH2:3][C:4]2=[N:9][CH2:8][CH2:7][CH2:6][N:5]2[CH2:10][CH2:11]1.[CH3:32][C:33]#[N:34].[Cl:24][c:25]1[n:26][cH:27][cH:28][c:29]([Cl:31])[n:30]1.[F:12][c:13]1[c:14]2[cH:15][c:16]([CH3:23])[nH:17][c:18]2[cH:19][cH:20][c:21]1[OH:22]>>[F:12][c:13]1[c:14]2[cH:15][c:16]([CH3:23])[nH:17][c:18]2[cH:19][cH:20][c:21]1[O:22][c:29]1[cH:28][cH:27][n:26][c:25]([Cl:24])[n:30]1. Reactants: ClC1=CC(=NC(=C1)C(=O)OC)C(=O)OC (4-Chloropyridine-2,6-dicarboxylic acid, dimethyl ester), monohydrazide, monoacyl azide, monoacyl hydrazide, NN (hydrazine). Product: ClC1=CC(=NC(=C1)C(=O)OC)N (4-Chloro-6-carbomethoxy-2-aminopyridine). As a reaction SMILES: [Cl:1][C:2]1[CH:7]=[C:6]([C:8]([O:10][CH3:11])=[O:9])[N:5]=[C:4](C(OC)=O)[CH:3]=1.[NH2:16]N>>[Cl:1][C:2]1[CH:7]=[C:6]([C:8]([O:10][CH3:11])=[O:9])[N:5]=[C:4]([NH2:16])[CH:3]=1. Procedure details: 4-Chloropyridine-2,6-dicarboxylic acid, dimethyl ester (230 mg, 1 mmol) was converted to the monoacyl hydrazide by adding one-half equivalent of anyhydrous hydrazine. The monohydrazide was converted to the monoacyl azide by the methodology described in step B of Example 35. The title compound was obtained by applying the methodology described in step C of Example 35. Reaction SMILES: [O:1]=[C:2]1[CH2:6][O:5][C:4]([NH:7][C:8]2[CH:13]=[CH:12][CH:11]=[CH:10][CH:9]=2)=[C:3]1[C:14]([O:16][CH3:17])=[O:15].ClCC(=O)CC(OC)=O.C1(N=C=O)C=CC=CC=1.[NH:36]1[C:44]2[C:39](=[CH:40][CH:41]=[CH:42][N:43]=2)[C:38]([CH:45]=O)=[CH:37]1.N1CCCCC1>CC(O)C>[NH:36]1[C:44]2=[N:43][CH:42]=[CH:41][CH:40]=[C:39]2[C:38]([CH:45]=[C:6]2[O:5][C:4]([NH:7][C:8]3[CH:13]=[CH:12][CH:11]=[CH:10][CH:9]=3)=[C:3]([C:14]([O:16][CH3:17])=[O:15])[C:2]2=[O:1])=[CH:37]1. Run in CC(C)O (2-propanol). The reactants are O=C1C(=C(OC1)NC1=CC=CC=C1)C(=O)OC (methyl 4-oxo-2-(phenylamino)-4,5-dihydrofuran-3-carboxylate), N1C=C(C2=CC=CN=C12)C=O (7-azaindole-3-carboxaldehyde), N1CCCCC1 (piperidine), ClCC(CC(=O)OC)=O (methyl 4-chloroacetoacetate), C1(=CC=CC=C1)N=C=O (phenyl isocyanate). The product is N1C=C(C=2C1=NC=CC2)C=C2C(C(=C(O2)NC2=CC=CC=C2)C(=O)OC)=O (Methyl 5-[(1H-pyrrolo[2,3-b]pyridin-3-yl)methylene]-4-oxo-2-(phenylamino)-4,5-dihydrofuran-3-carboxylate). Yield: 42.9%. Procedure: To a solution of methyl 4-oxo-2-(phenylamino)-4,5-dihydrofuran-3-carboxylate (0.047 g, 0.20 mmol) which similarly prepared according to the procedure described in the Example 2, First step using methyl 4-chloroacetoacetate and phenyl isocyanate, and 7-azaindole-3-carboxaldehyde (0.029 g, 0.20 mmol) in 2-propanol (1.0 mL), piperidine (0.022 mL, 0.22 mmol) was added at ambient temperature. The mixture was refluxed for 5 days. Cooled to ambient temperature, the precipitate was collected by filtrati... Reactants: [Na] (sodium), S1C(=CC=C1)C(=O)OCC (ethyl 2-thiophenecarboxylate), ice water, [Na] (sodium), ClC=1C=C2CC(NC2=CN1)=O (5-chloro-6-azaoxindole), Cl (HCl). Run in C(C)O (ethanol). Product: ClC=1C=C2C(C(NC2=CN1)=O)C(C1=CC=CS1)=O (5-Chloro-3-(2-thenoyl)-6-azaoxindole). Yield: 34.1%. Reaction SMILES: [Na].[Cl:2][C:3]1[CH:4]=[C:5]2[C:9](=[CH:10][N:11]=1)[NH:8][C:7](=[O:12])[CH2:6]2.[S:13]1[CH:17]=[CH:16][CH:15]=[C:14]1[C:18](OCC)=[O:19].Cl>C(O)C>[Cl:2][C:3]1[CH:4]=[C:5]2[C:9](=[CH:10][N:11]=1)[NH:8][C:7](=[O:12])[CH:6]2[C:18](=[O:19])[C:14]1[S:13][CH:17]=[CH:16][CH:15]=1 |^1:0|. Reported procedure: Pellets of sodium metal (232 mg, 10 mmol) were added to dry ethanol (10 mL) in a dry round-bottomed flask. When dissolution of the sodium was complete, solid 5-chloro-6-azaoxindole (340 mg, 2.0 mmol) was added followed by ethyl 2-thiophenecarboxylate (0.54 mL, 4.0 mmol). The mixture was heated under nitrogen at reflux overnight during which a precipitate formed. The mixture was cooled, poured into ice/water and acidified to pH 4 with 6N HCl solution. The solid product (475 mg) was collected by f... Reactants: CN1CCNCC1 (N-Methylpiperazine), C(C1=CC=CC=C1)NC1=C(C=CC(=C1)F)[N+](=O)[O-] (Benzyl-(5-fluoro-2-nitro-phenyl)-amine), O (water). Solvent: C(C)#N (acetonitril). Conditions: temperature 160 celsius, time 40 minute. Yields the product C(C1=CC=CC=C1)NC1=C(C=CC(=C1)N1CCN(CC1)C)[N+](=O)[O-] (N-benzyl-5-(4-methylpiperazin-1-yl)-2-nitroaniline). As a reaction SMILES: [CH2:1]([NH:8][C:9]1[CH:14]=[C:13](F)[CH:12]=[CH:11][C:10]=1[N+:16]([O-:18])=[O:17])[C:2]1[CH:7]=[CH:6][CH:5]=[CH:4][CH:3]=1.[CH3:19][N:20]1[CH2:25][CH2:24][NH:23][CH2:22][CH2:21]1.O>C(#N)C>[CH2:1]([NH:8][C:9]1[CH:14]=[C:13]([N:23]2[CH2:24][CH2:25][N:20]([CH3:19])[CH2:21][CH2:22]2)[CH:12]=[CH:11][C:10]=1[N+:16]([O-:18])=[O:17])[C:2]1[CH:7]=[CH:6][CH:5]=[CH:4][CH:3]=1. Procedure details: Benzyl-(5-fluoro-2-nitro-phenyl)-amine E-1.1″ (2.000 g; 6.579 mmol) is dissolved in acetonitril (10.000 ml). N-Methylpiperazine (1.460 ml; 13.158 mmol) is then added. The reaction mixture is stirred for 40 min at 160° C. in a Biotage XP Sixty microwave. The reaction mixture is poured into water and extracted with 3×50 ml DCM. The combined organic layer is dried over MgSO4 and concentrated under reduced pressure. The residue is used in the next step without further purification.